This data is from the Open Reaction Database (ORD), a public repository of structured organic reaction records. The task is: describe an organic reaction: reactants, conditions, products, and yield The reactants are C1(=CC=CC=C1)NC1=CC=CC=C1 (diphenylamine), BrC1=CC=C(C=C1)CCCCCCCCCCCC (1-bromo-4-dodecylbenzene), C(C)(C)(C)P(C(C)(C)C)C(C)(C)C (tri(t-butyl)phosphine), CC(C)([O-])C.[K+] (potassium t-butoxide). The reagents and catalysts are C(C)(=O)[O-].[Pd+2].C(C)(=O)[O-] (palladium(II) acetate). Solvent: C1(=CC=CC=C1)C (toluene). Product: C(CCCCCCCCCCC)C1=CC=C(N(C2=CC=CC=C2)C2=CC=CC=C2)C=C1 (4-dodecyl-N,N-diphenylaniline). As a reaction SMILES: [C:1]1([NH:7][C:8]2[CH:13]=[CH:12][CH:11]=[CH:10][CH:9]=2)[CH:6]=[CH:5][CH:4]=[CH:3][CH:2]=1.Br[C:15]1[CH:20]=[CH:19][C:18]([CH2:21][CH2:22][CH2:23][CH2:24][CH2:25][CH2:26][CH2:27][CH2:28][CH2:29][CH2:30][CH2:31][CH3:32])=[CH:17][CH:16]=1.C(P(C(C)(C)C)C(C)(C)C)(C)(C)C.CC(C)([O-])C.[K+]>C([O-])(=O)C.[Pd+2].C([O-])(=O)C.C1(C)C=CC=CC=1>[CH2:21]([C:18]1[CH:19]=[CH:20][C:15]([N:7]([C:8]2[CH:9]=[CH:10][CH:11]=[CH:12][CH:13]=2)[C:1]2[CH:6]=[CH:5][CH:4]=[CH:3][CH:2]=2)=[CH:16][CH:17]=1)[CH2:22][CH2:23][CH2:24][CH2:25][CH2:26][CH2:27][CH2:28][CH2:29][CH2:30][CH2:31][CH3:32] |f:3.4,5.6.7|. Reported procedure: One equivalent weight of diphenylamine, 1 equivalent weight of 1-bromo-4-dodecylbenzene, 0.1 equivalent weight of palladium(II) acetate, 0.4 equivalent weight of tri(t-butyl)phosphine and 4.8 equivalent weight of potassium t-butoxide were heated in a toluene solution at 90° C. for 2 hours to obtain 4-dodecyl-N,N-diphenylaniline. To the above resultant, 2 equivalent weight of N-bromosuccinimide was added and stirred for 30 minutes at room temperature in N,N-dimethylformamide to obtain 4-dodecyl-N... Reactants: [Cl-].C[Al+]C (dimethylaluminiumchloride), O (water), C(C)(C)OC1=CC=C(C=C1)N (4-Isopropoxy-phenylamine), C(C)OC(=O)C1(CCC(CC1)O)CCOC (4-hydroxy-1-(2-methoxy-ethyl)-cyclohexanecarboxylic acid ethyl ester). The solvent is CCOC(=O)C (AcOEt), C1(=CC=CC=C1)C (toluene), CCOC(=O)C (AcOEt). Run at time 10 minute. Product: OC1CCC2(CCN(C2=O)C2=CC=C(C=C2)OC(C)C)CC1 (8-Hydroxy-2-(4-isopropoxy-phenyl)-2-aza-spiro[4.5]decan-1-one). RXN SMILES: [CH:1]([O:4][C:5]1[CH:10]=[CH:9][C:8]([NH2:11])=[CH:7][CH:6]=1)([CH3:3])[CH3:2].C([O:14][C:15]([C:17]1([CH2:24][CH2:25]OC)[CH2:22][CH2:21][CH:20]([OH:23])[CH2:19][CH2:18]1)=O)C.[Cl-].C[Al+]C.O>C1(C)C=CC=CC=1.CCOC(C)=O>[OH:23][CH:20]1[CH2:21][CH2:22][C:17]2([C:15](=[O:14])[N:11]([C:8]3[CH:9]=[CH:10][C:5]([O:4][CH:1]([CH3:3])[CH3:2])=[CH:6][CH:7]=3)[CH2:25][CH2:24]2)[CH2:18][CH2:19]1 |f:2.3|. Reported procedure: 4-Isopropoxy-phenylamine (11.3 g) was added to a solution of 4-hydroxy-1-(2-methoxy-ethyl)-cyclohexanecarboxylic acid ethyl ester (11.5 g) in toluene (361 ml). The mixture was stirred for 10 minutes at RT. Then, dimethylaluminiumchloride (0.9 M in hexane, 99 ml) was added dropwise and the reaction mixture was heated to reflux for 4 h. The mixture was then cooled to 0° C., water (50 ml) was added dropwise then AcOEt (300 ml). The mixture was stirred further 30 minutes, more AcOEt was added, the l... The reactants are C=CCOc1cc(Oc2ccc(CNc3cccc([N+](=O)[O-])c3C)cc2)ccc1Cl, Fc1ccc(CBr)c(F)c1. Yields the product C=CCOc1cc(Oc2ccc(CN(Cc3ccc(F)cc3F)c3cccc([N+](=O)[O-])c3C)cc2)ccc1Cl. Reaction SMILES: [CH2:1]([CH:2]=[CH2:3])[O:4][c:5]1[cH:6][c:7]([O:8][c:9]2[cH:10][cH:11][c:12]([CH2:13][NH:14][c:15]3[c:16]([CH3:24])[c:17]([N+:21](=[O:22])[O-:23])[cH:18][cH:19][cH:20]3)[cH:25][cH:26]2)[cH:27][cH:28][c:29]1[Cl:30].[F:31][c:32]1[c:33]([CH2:34][Br:35])[cH:36][cH:37][c:38]([F:40])[cH:39]1>>[CH2:1]([CH:2]=[CH2:3])[O:4][c:5]1[cH:6][c:7]([O:8][c:9]2[cH:10][cH:11][c:12]([CH2:13][N:14]([c:15]3[c:16]([CH3:24])[c:17]([N+:21](=[O:22])[O-:23])[cH:18][cH:19][cH:20]3)[CH2:34][c:33]3[c:32]([F:31])[cH:39][c:38]([F:40])[cH:37][cH:36]3)[cH:25][cH:26]2)[cH:27][cH:28][c:29]1[Cl:30]. The reactants are BrC1=CC=C(C=C1)N1CCC(CC1)=O (1-(4-bromophenyl)piperidin-4-one), [BH4-].[Na+] (NaBH4). The solvent is CCO (EtOH). Reaction conditions: time 1 hour. Product: BrC1=CC=C(C=C1)N1CCC(CC1)O (1-(4-bromophenyl)piperidin-4-ol), solid. The yield is 100.0%. RXN SMILES: [Br:1][C:2]1[CH:7]=[CH:6][C:5]([N:8]2[CH2:13][CH2:12][C:11](=[O:14])[CH2:10][CH2:9]2)=[CH:4][CH:3]=1.[BH4-].[Na+]>CCO>[Br:1][C:2]1[CH:7]=[CH:6][C:5]([N:8]2[CH2:9][CH2:10][CH:11]([OH:14])[CH2:12][CH2:13]2)=[CH:4][CH:3]=1 |f:1.2|. Procedure details: To a mixture of 1-(4-bromophenyl)piperidin-4-one (600 mg, 2.36 mmol) in EtOH (10 mL) was added NaBH4 (134 mg, 3.54 mmol) slowly at 0° C. The resulting mixture was stirred at rt for 1 h. The reaction was quenched with sat. NH4Cl solution, extracted with EtOAc, dried over MgSO4, filtered, and concentrated to dryness. The title compound was isolated by silica gel chromatography (EtOAc/hexanes, 2:3 to 3:2) as a yellow solid (606 mg, 100%). 1H NMR (400 MHz, CDCl3) δ 7.33 (d, J=8.9 Hz, 2H), 6.81 (d, J... The reactants are CC1=C(N)C=C(C(=C1)C)[N+](=O)[O-] (2,4-Dimethyl-5-nitroaniline). Reagents/catalysts: [Ni] (Raney nickel). Yields the product CC1=C(C=C(C(=C1)C)N)N (2,4-dimethyl-1,5-phenylenediamine). Reaction SMILES: [CH3:1][C:2]1[CH:8]=[C:7]([CH3:9])[C:6]([N+:10]([O-])=O)=[CH:5][C:3]=1[NH2:4]>[Ni]>[CH3:9][C:7]1[CH:8]=[C:2]([CH3:1])[C:3]([NH2:4])=[CH:5][C:6]=1[NH2:10]. Reported procedure: 2,4-Dimethyl-5-nitroaniline was reduced in the presence of Raney nickel utilizing substantially the same conditions described in Example 2 to form 2,4-dimethyl-1,5-phenylenediamine and that compound was sulfonated under the conditions of Example 3. The resulting 5-amino-2,4-dimethyltrifluoromethanesulfonanilide (10.72 g., 40 mmole) was dissolved in 1,2-dichloroethane (60 ml.), and the solution was cooled to a temperature of 0° to 5° C. To this solution was slowly added chloroacetyl chloride (10.... Reactants: Cc1ccccc1, O=CO, O=C=NS(=O)(=O)Cl. As a reaction SMILES: [CH3:11][c:12]1[cH:13][cH:14][cH:15][cH:16][cH:17]1.[CH:8](=[O:9])[OH:10].[Cl:1][S:2](=[O:3])(=[O:4])[N:5]=[C:6]=[O:7]>>[Cl:1][S:2](=[O:3])(=[O:4])[NH:5][C:6](=[O:7])[O:10][CH:8]=[O:9]. Yields the product O=COC(=O)NS(=O)(=O)Cl. Reaction SMILES: [F:1][C:2]([F:13])([F:12])[C@H:3]1[CH2:8][CH2:7][C@H:6]([C:9](O)=[O:10])[CH2:5][CH2:4]1.O=S(Cl)Cl.C(Cl)Cl.C[N:22](C=O)C>>[F:1][C:2]([F:13])([F:12])[C@H:3]1[CH2:8][CH2:7][C@H:6]([C:9]([NH2:22])=[O:10])[CH2:5][CH2:4]1. Yields the product FC([C@@H]1CC[C@H](CC1)C(=O)N)(F)F (trans-4-Trifluormethyl-cyclohexyl-carboxylic acid amide). Procedure: A mixture of trans-4-trifluoromethyl-cyclohexane-carboxylic acid (10.4 g, 53.1 mmol), SOCl2 (10 mL, 137 mmol), DCM (100 mL) and DMF (200 μl) is heated to reflux for 1.5 h and concentrated. The crude acid chloride is diluted with 100 mL THF and conc. NH3 (350 mL) is slowly added. It is stirred for 5 min and the mixture is concentrated and dried at 40°. Starting materials: FC([C@@H]1CC[C@H](CC1)C(=O)O)(F)F (trans-4-trifluoromethyl-cyclohexane-carboxylic acid), O=S(Cl)Cl (SOCl2), C(Cl)Cl (DCM), CN(C)C=O (DMF). Run at time 5 minute. Starting materials: C(=O)=O (dry ice), C(P(OCC)(OCC)=O)P(OCC)(OCC)=O (tetraethyl methylenebis(phosphonate)), solution, C[Si](C)(C)[N-][Si](C)(C)C.[Li+] (lithium bis(trimethylsilyl)amide), C(=O)C1=CC=C(C(=O)OC)C=C1 (methyl 4-formylbenzoate). Solvent: C(C)(=O)OCC (Ethyl acetate), O1CCCC1 (tetrahydrofuran), O1CCCC1 (tetrahydrofuran), O1CCCC1 (tetrahydrofuran), O1CCCC1 (tetrahydrofuran). Run at time 30 minute. Product: COC(=O)C1=CC=C(C=C1)/C=C/P(OCC)(OCC)=O (diethyl (E)-2-[4-(methoxycarbonyl)phenyl]vinylphosphonate). Isolated yield 86.1%. As a reaction SMILES: C[Si]([N-][Si](C)(C)C)(C)C.[Li+].C(=O)=O.[CH2:14]([P:23](=[O:30])([O:27][CH2:28][CH3:29])[O:24][CH2:25][CH3:26])P(=O)(OCC)OCC.[CH:31]([C:33]1[CH:42]=[CH:41][C:36]([C:37]([O:39][CH3:40])=[O:38])=[CH:35][CH:34]=1)=O>O1CCCC1.C(OCC)(=O)C>[CH3:40][O:39][C:37]([C:36]1[CH:41]=[CH:42][C:33](/[CH:31]=[CH:14]/[P:23](=[O:30])([O:24][CH2:25][CH3:26])[O:27][CH2:28][CH3:29])=[CH:34][CH:35]=1)=[O:38] |f:0.1|. Procedure details: A 1.0 M solution of lithium bis(trimethylsilyl)amide in tetrahydrofuran (17 ml) is diluted with anhydrous tetrahydrofuran (81 ml) under a nitrogen atmosphere and dry ice cooling, and then a solution of tetraethyl methylenebis(phosphonate) (4.6 g) in anhydrous tetrahydrofuran (8 ml) is added dropwise thereto. The mixture is stirred under dry ice cooling for 30 minutes, and then a solution of methyl 4-formylbenzoate (2.64 g) in anhydrous tetrahydrofuran (12 ml) is added dropwise thereto. The mixtu... Starting materials: N1CCC2(CC1)OC1=C(C=N2)C=CC=C1 (spiro[2H- 1,3-benzoxazine-2,4'-piperidine]), BrCCCCC12C(C(=O)NC1=O)C=CC=C2 (2-(4-bromobutyl)-phthalimide). The product is N1(CCC2(CC1)OC1=C(C=N2)C=CC=C1)CCCCC1=C2C(C(=O)NC2=O)=CC=C1 (4-(Spiro[2H-1,3-benzoxazine-2,4'-piperidin]-1'-yl)-butylphthalimide). RXN SMILES: [NH:1]1[CH2:6][CH2:5][C:4]2([N:11]=[CH:10][C:9]3[CH:12]=[CH:13][CH:14]=[CH:15][C:8]=3[O:7]2)[CH2:3][CH2:2]1.BrCCCC[C:21]12[CH:31]=[CH:30][CH:29]=[CH:28][CH:22]1[C:23]([NH:25][C:26]2=[O:27])=[O:24]>>[N:1]1([CH2:2][CH2:3][CH2:4][CH2:5][C:28]2[CH:29]=[CH:30][CH:31]=[C:21]3[C:26]([NH:25][C:23](=[O:24])[C:22]=23)=[O:27])[CH2:2][CH2:3][C:4]2([N:11]=[CH:10][C:9]3[CH:12]=[CH:13][CH:14]=[CH:15][C:8]=3[O:7]2)[CH2:5][CH2:6]1. Reported procedure: From spiro[2H- 1,3-benzoxazine-2,4'-piperidine] and 2-(4-bromobutyl)-phthalimide using the procedure described for Example 15, Step 5 there was obtained a white solid: mp 165°-7° C.